Dataset: the Open Reaction Database (ORD), a public repository of structured organic reaction records. Task: describe an organic reaction: reactants, conditions, products, and yield Starting materials: CC=1C=C(CC(C(=O)O)CC(N2CCC(CC2)N2C(NC3=CC=CC=C3C2)=O)=O)C=CC1C (2-(3,4-dimethyl-benzyl)-4-oxo-4-[4-(2-oxo-1,4-dihydro-2H-quinazolin-3-yl)-piperidin-1-yl]-butanoic acid), CN1CCC(CC1)C1CCNCC1 (1-methyl-[4,4′]bipiperidinyl). The product is CC=1C=C(CC(C(=O)N2CCC(CC2)C2CCN(CC2)C)CC(=O)N2CCC(CC2)N2C(NC3=CC=CC=C3C2)=O)C=CC1C (2-(3,4-dimethyl-benzyl)-1-(1′-methyl-[4,4′]bipiperidinyl-1-yl)-4-[4-(2-oxo-1,4-dihydro-2H-quinazolin-3-yl)-piperidin-1-yl]-butan-1,4-dione). RXN SMILES: [CH3:1][C:2]1[CH:3]=[C:4]([CH:30]=[CH:31][C:32]=1[CH3:33])[CH2:5][CH:6]([CH2:10][C:11](=[O:29])[N:12]1[CH2:17][CH2:16][CH:15]([N:18]2[CH2:27][C:26]3[C:21](=[CH:22][CH:23]=[CH:24][CH:25]=3)[NH:20][C:19]2=[O:28])[CH2:14][CH2:13]1)[C:7]([OH:9])=O.[CH3:34][N:35]1[CH2:40][CH2:39][CH:38]([CH:41]2[CH2:46][CH2:45][NH:44][CH2:43][CH2:42]2)[CH2:37][CH2:36]1>>[CH3:1][C:2]1[CH:3]=[C:4]([CH:30]=[CH:31][C:32]=1[CH3:33])[CH2:5][CH:6]([CH2:10][C:11]([N:12]1[CH2:13][CH2:14][CH:15]([N:18]2[CH2:27][C:26]3[C:21](=[CH:22][CH:23]=[CH:24][CH:25]=3)[NH:20][C:19]2=[O:28])[CH2:16][CH2:17]1)=[O:29])[C:7]([N:44]1[CH2:45][CH2:46][CH:41]([CH:38]2[CH2:37][CH2:36][N:35]([CH3:34])[CH2:40][CH2:39]2)[CH2:42][CH2:43]1)=[O:9]. Reported procedure: Prepared analogously to Example 76e) from 2-(3,4-dimethyl-benzyl)-4-oxo-4-[4-(2-oxo-1,4-dihydro-2H-quinazolin-3-yl)-piperidin-1-yl]-butanoic acid and 1-methyl-[4,4′]bipiperidinyl Starting materials: O=Cc1ccc(OCc2ccccc2)cc1, C[O-], CO, COC(=O)CN=[N+]=[N-], [Na+]. The product is COC(=O)C(=Cc1ccc(OCc2ccccc2)cc1)N=[N+]=[N-]. As a reaction SMILES: [CH2:1]([c:2]1[cH:3][cH:4][cH:5][cH:6][cH:7]1)[O:8][c:9]1[cH:10][cH:11][c:12]([CH:13]=[O:14])[cH:15][cH:16]1.[CH3:25][O-:26].[CH3:28][OH:29].[N:17](=[N+:18]=[N-:19])[CH2:20][C:21](=[O:22])[O:23][CH3:24].[Na+:27]>>[CH2:1]([c:2]1[cH:3][cH:4][cH:5][cH:6][cH:7]1)[O:8][c:9]1[cH:10][cH:11][c:12]([CH:13]=[C:20]([N:17]=[N+:18]=[N-:19])[C:21](=[O:22])[O:23][CH3:24])[cH:15][cH:16]1. Reactants: Br, Clc1ccc2c(c1)C(c1ccccc1)=NCc1nnc(COCc3ccccc3)n1-2, ClCCl, CC(=O)O, [Na+], [OH-], O. Yields the product OCc1nnc2n1-c1ccc(Cl)cc1C(c1ccccc1)=NC2. As a reaction SMILES: [BrH:31].[CH2:1]([c:2]1[cH:3][cH:4][cH:5][cH:6][cH:7]1)[O:8][CH2:9][c:10]1[n:11][n:12][c:13]2[n:14]1-[c:15]1[c:16]([cH:26][c:27]([Cl:30])[cH:28][cH:29]1)[C:17]([c:20]1[cH:21][cH:22][cH:23][cH:24][cH:25]1)=[N:18][CH2:19]2.[CH2:39]([Cl:40])[Cl:41].[CH3:35][C:36](=[O:37])[OH:38].[Na+:33].[OH-:32].[OH2:34]>>[OH:8][CH2:9][c:10]1[n:11][n:12][c:13]2[n:14]1-[c:15]1[c:16]([cH:26][c:27]([Cl:30])[cH:28][cH:29]1)[C:17]([c:20]1[cH:21][cH:22][cH:23][cH:24][cH:25]1)=[N:18][CH2:19]2. The reactants are O=C([O-])O, CC(=O)O, CSc1ccc(O)cc1, [Na+], O, O, OO. Yields the product CS(=O)(=O)c1ccc(O)cc1. Reaction SMILES: [C:14](=[O:15])([OH:16])[O-:17].[CH3:19][C:20](=[O:21])[OH:22].[CH3:4][S:5][c:6]1[cH:7][cH:8][c:9]([OH:10])[cH:11][cH:12]1.[Na+:18].[OH2:13].[OH2:1].[OH:2][OH:3]>>[O:1]=[S:5](=[O:2])([CH3:4])[c:6]1[cH:7][cH:8][c:9]([OH:10])[cH:11][cH:12]1. The reactants are CCN=C=NCCCN(C)C, COC(=O)c1cc(C(=O)O)cc(-n2cccc2)c1, ClCCl, OC1CCNCC1, On1nnc2ccccc21. Yields the product COC(=O)c1cc(C(=O)N2CCC(O)CC2)cc(-n2cccc2)c1. RXN SMILES: [CH2:36]([N:37]=[C:38]=[N:39][CH2:40][CH2:41][CH2:42][N:43]([CH3:44])[CH3:45])[CH3:46].[CH3:1][O:2][C:3](=[O:4])[c:5]1[cH:6][c:7]([C:8](=[O:9])[OH:10])[cH:11][c:12](-[n:14]2[cH:15][cH:16][cH:17][cH:18]2)[cH:13]1.[Cl:47][CH2:48][Cl:49].[OH:19][CH:20]1[CH2:21][CH2:22][NH:23][CH2:24][CH2:25]1.[OH:26][n:27]1[c:28]2[cH:29][cH:30][cH:31][cH:32][c:33]2[n:34][n:35]1>>[CH3:1][O:2][C:3](=[O:4])[c:5]1[cH:6][c:7]([C:8](=[O:10])[N:23]2[CH2:22][CH2:21][CH:20]([OH:19])[CH2:25][CH2:24]2)[cH:11][c:12](-[n:14]2[cH:15][cH:16][cH:17][cH:18]2)[cH:13]1. Reactants: CCN(CCCCOc1ccc2c(-c3ccc(N4CCCCC4)cc3)nsc2c1)CCO[Si](C)(C)C(C)(C)C, CCCC[N+](CCCC)(CCCC)CCCC, C1CCOC1, [F-]. RXN SMILES: [C:1]([Si:2]([CH3:3])([CH3:4])[O:6][CH2:7][CH2:8][N:9]([CH2:10][CH2:11][CH2:12][CH2:13][O:14][c:15]1[cH:16][c:17]2[c:18]([c:19](-[c:22]3[cH:23][cH:24][c:25]([N:28]4[CH2:29][CH2:30][CH2:31][CH2:32][CH2:33]4)[cH:26][cH:27]3)[n:20][s:21]2)[cH:34][cH:35]1)[CH2:36][CH3:37])([CH3:5])([CH3:38])[CH3:39].[CH2:41]([N+:42]([CH2:43][CH2:44][CH2:45][CH3:46])([CH2:47][CH2:48][CH2:49][CH3:50])[CH2:51][CH2:52][CH2:53][CH3:54])[CH2:55][CH2:56][CH3:57].[CH2:58]1[O:59][CH2:60][CH2:61][CH2:62]1.[F-:40]>>[OH:6][CH2:7][CH2:8][N:9]([CH2:10][CH2:11][CH2:12][CH2:13][O:14][c:15]1[cH:16][c:17]2[c:18]([c:19](-[c:22]3[cH:23][cH:24][c:25]([N:28]4[CH2:29][CH2:30][CH2:31][CH2:32][CH2:33]4)[cH:26][cH:27]3)[n:20][s:21]2)[cH:34][cH:35]1)[CH2:36][CH3:37]. Product: CCN(CCO)CCCCOc1ccc2c(-c3ccc(N4CCCCC4)cc3)nsc2c1. Starting materials: O=[N+]([O-])[O-].[O-][N+]([O-])=O.[O-][N+]([O-])=O.[O-][N+]([O-])=O.[O-][N+]([O-])=O.[O-][N+]([O-])=O.[Ce+4].[NH4+].[NH4+] (CAN), C(C)#N (acetonitrile), C(C)OC(=O)C1(CC2=C(C(=C(C(=C2C1)OC)OC)OC)OC)CCCCCCCC(=O)N1CCOCC1 (N-[8-(2-ethoxycarbonyl-4,5,6,7-tetramethoxyindan-2-yl)octanoyl]morpholine). Solvent: O (water), O (Water). Run at time 15 minute. Product: C(C)OC(=O)C1(CC=2C(C(=C(C(C2C1)=O)OC)OC)=O)CCCCCCCC(=O)N1CCOCC1 (N-[8-(2-Ethoxycarbonyl-5,6-dimethoxy-4,7-dioxoindan-2-yl)octanoyl]morpholine). The yield is 57.4%. Reaction SMILES: O=[N+]([O-])[O-].[O-][N+](=O)[O-].[O-][N+](=O)[O-].[O-][N+](=O)[O-].[O-][N+](=O)[O-].[O-][N+](=O)[O-].[Ce+4].[NH4+].[NH4+].C(#N)C.[CH2:31]([O:33][C:34]([C:36]1([CH2:53][CH2:54][CH2:55][CH2:56][CH2:57][CH2:58][CH2:59][C:60]([N:62]2[CH2:67][CH2:66][O:65][CH2:64][CH2:63]2)=[O:61])[CH2:44][C:43]2[C:38](=[C:39]([O:51]C)[C:40]([O:49][CH3:50])=[C:41]([O:47][CH3:48])[C:42]=2[O:45]C)[CH2:37]1)=[O:35])[CH3:32]>O>[CH2:31]([O:33][C:34]([C:36]1([CH2:53][CH2:54][CH2:55][CH2:56][CH2:57][CH2:58][CH2:59][C:60]([N:62]2[CH2:63][CH2:64][O:65][CH2:66][CH2:67]2)=[O:61])[CH2:37][C:38]2[C:39](=[O:51])[C:40]([O:49][CH3:50])=[C:41]([O:47][CH3:48])[C:42](=[O:45])[C:43]=2[CH2:44]1)=[O:35])[CH3:32] |f:0.1.2.3.4.5.6.7.8|. Procedure: A water (1.2 ml) solution of CAN (323 mg, 0.590 mmols) was dropwise added to an acetonitrile (2.5 ml) solution of N-[8-(2-ethoxycarbonyl-4,5,6,7-tetramethoxyindan-2-yl)octanoyl]morpholine (123 mg, 0.236 mmols) with cooling with ice and stirring was continued for 15 minutes. Water was added to the reaction mixture, which was then extracted with ethyl acetate. The organic layer was washed with a saturated aqueous sodium chloride solution and then dried. The solvent was evaporated out in vacuo and ... Starting materials: OC1CCN(CC1)C(=O)OC(C)(C)C (1,1-dimethylethyl 4-hydroxy-1-piperidinecarboxylate), FC=1C=C(C=CC1)O (3-fluorophenol), C1(=CC=CC=C1)P(C1=CC=CC=C1)C1=CC=CC=C1 (triphenylphosphine), di-isopropylazodicarboxylate. Run in C1CCOC1 (THF). Conditions: time 3 day. Yields the product FC=1C=C(C=CC1)OC1CCN(CC1)C(=O)OC(C)(C)C (1,1-Dimethylethyl 4-[(3-fluorophenyl)oxy]-1-piperidinecarboxylate). The yield is 94.1%. As a reaction SMILES: [OH:1][CH:2]1[CH2:7][CH2:6][N:5]([C:8]([O:10][C:11]([CH3:14])([CH3:13])[CH3:12])=[O:9])[CH2:4][CH2:3]1.[F:15][C:16]1[CH:17]=[C:18](O)[CH:19]=[CH:20][CH:21]=1.C1(P(C2C=CC=CC=2)C2C=CC=CC=2)C=CC=CC=1>C1COCC1>[F:15][C:16]1[CH:21]=[C:20]([O:1][CH:2]2[CH2:3][CH2:4][N:5]([C:8]([O:10][C:11]([CH3:14])([CH3:13])[CH3:12])=[O:9])[CH2:6][CH2:7]2)[CH:19]=[CH:18][CH:17]=1. Procedure details: To a solution of 1,1-dimethylethyl 4-hydroxy-1-piperidinecarboxylate (24 g, 112 mmol), 3-fluorophenol (5.6 g, 59 mmol) and triphenylphosphine (31.4 g, 118 mmol) in THF (100 ml) was added di-isopropylazodicarboxylate (23.3 ml, 118 mmol). The reaction was stirred at room temperature for 3 days and then the solvent removed in vacuo. The residue was diluted with DCM, hexane was added and the resultant white precipitate filtered off. The filtrate was concentrated in vacuo and purified by chromatograp... Procedure details: N,N-Dimethyl-N'-(2-dimethylaminoethyl)-N'-(6-chloro-3-pyridazinyl)urea hydrochloride (10.5 g., 0.034 mole) (Example 8) and 1.5 g. of 5% palladium on carbon catalyst are added to a mixture of 35 ml of 2N sodium hydroxide in 250 ml of ethyl alcohol. Treatment with hydrogen is performed in a Parr apparatus at 40-50 lbs. per sq. in. pressure and ambient temperature. The catalyst is removed by filtration, the filtrate is concentrated under reduced pressure, water is added and the mixture is extracted... Reagents/catalysts: [Pd] (palladium on carbon). Reaction SMILES: [ClH:1].[CH3:2][N:3]([CH3:19])[C:4]([N:6]([CH2:14][CH2:15][N:16]([CH3:18])[CH3:17])[C:7]1[N:8]=[N:9][C:10]([Cl:13])=[CH:11][CH:12]=1)=[O:5].[OH-].[Na+].[H][H]>[Pd].C(O)C>[ClH:13].[ClH:1].[CH3:2][N:3]([CH3:19])[C:4]([N:6]([CH2:14][CH2:15][N:16]([CH3:18])[CH3:17])[C:7]1[N:8]=[N:9][CH:10]=[CH:11][CH:12]=1)=[O:5] |f:0.1,2.3,7.8.9|. Solvent: C(C)O (ethyl alcohol). The reactants are Cl.CN(C(=O)N(C=1N=NC(=CC1)Cl)CCN(C)C)C (N,N-dimethyl-N'-(2-dimethylaminoethyl)-N'-(6-chloro-3-pyridazinyl)urea hydrochloride), [OH-].[Na+] (sodium hydroxide), [H][H] (hydrogen). Product: Cl.Cl.CN(C(=O)N(C=1N=NC=CC1)CCN(C)C)C (N,N-dimethyl-N'-(2-dimethylaminoethyl)-N'-(3-pyridazinyl)urea dihydrochloride).